describe an organic reaction: reactants, conditions, products, and yield From a dataset of the Open Reaction Database (ORD), a public repository of structured organic reaction records. Starting materials: CSc1ccc(N)cc1, CC(=O)O, CN(C)C=O, O=C(O)c1ccnc(F)c1, [H-], [Na+]. The product is CSc1ccc(Nc2cc(C(=O)O)ccn2)cc1. As a reaction SMILES: [CH3:11][S:12][c:13]1[cH:14][cH:15][c:16]([NH2:17])[cH:18][cH:19]1.[CH3:22][C:23](=[O:24])[OH:25].[CH3:26][N:27]([CH3:28])[CH:29]=[O:30].[F:1][c:2]1[cH:3][c:4]([C:5](=[O:6])[OH:7])[cH:8][cH:9][n:10]1.[H-:20].[Na+:21]>>[c:2]1([NH:17][c:16]2[cH:15][cH:14][c:13]([S:12][CH3:11])[cH:19][cH:18]2)[cH:3][c:4]([C:5](=[O:6])[OH:7])[cH:8][cH:9][n:10]1. Reactants: ice water, ClC=1C=2N(C=CN1)C(=NC2)C2C=1C=NN(C1CCC2)C (8-chloro-3-(1-methyl-4,5,6,7-tetrahydro-1H-indazol-4-yl)imidazo[1,5-a]pyrazine), C1CC(=O)N(C1=O)Br (NBS). Run in CN(C)C=O (DMF), CN(C)C=O (DMF). Yields the product BrC=1N=C(N2C1C(=NC=C2)Cl)C2C=1C=NN(C1CCC2)C (1-bromo-8-chloro-3-(1-methyl-4,5,6,7-tetrahydro-1H-indazol-4-yl)imidazo[1,5-a]pyrazine). Reaction conditions: time 10 minute. Procedure: To a solution of 8-chloro-3-(1-methyl-4,5,6,7-tetrahydro-1H-indazol-4-yl)imidazo[1,5-a]pyrazine (1.0 g, 3.5 mmol) in DMF (20 mL) was added NBS (600 mg, 3.4 mmol) dropwise in DMF (20 mL) at 0° C. The mixture was stirred about 10 min under this condition, and then was poured into ice-water. The solid was filtered and dried under high vacuum to give 1-bromo-8-chloro-3-(1-methyl-4,5,6,7-tetrahydro-1H-indazol-4-yl)imidazo[1,5-a]pyrazine (200 mg, 15.6%). MS-ESI (m/z): 368 (M+1)+ (Acq Method: 10-80AB_2... Isolated yield 16.0%. RXN SMILES: [Cl:1][C:2]1[C:3]2[N:4]([C:8]([CH:11]3[CH2:19][CH2:18][CH2:17][C:16]4[N:15]([CH3:20])[N:14]=[CH:13][C:12]3=4)=[N:9][CH:10]=2)[CH:5]=[CH:6][N:7]=1.C1C(=O)N([Br:28])C(=O)C1>CN(C=O)C>[Br:28][C:10]1[N:9]=[C:8]([CH:11]2[CH2:19][CH2:18][CH2:17][C:16]3[N:15]([CH3:20])[N:14]=[CH:13][C:12]2=3)[N:4]2[CH:5]=[CH:6][N:7]=[C:2]([Cl:1])[C:3]=12.